From a dataset of the Open Reaction Database (ORD), a public repository of structured organic reaction records. describe an organic reaction: reactants, conditions, products, and yield Reactants: [H-].[Na+] (Sodium hydride), C(C)OC(CC=1N=C(C2=C(N1)SC=C2C2=CC=CC=C2)NCC2=NC=CC=C2)=O ({5-phenyl-4-[(pyridin-2-ylmethyl)amino]thieno[2,3-d]pyrimidin-2-yl}acetic acid ethyl ester). The solvent is C(OCC)(OCC)=O (diethyl carbonate). Run at time 5 hour. Product: C(C)OC(C(C(=O)OCC)C=1N=C(C2=C(N1)SC=C2C2=CC=CC=C2)NCC2=NC=CC=C2)=O (2-{5-phenyl-4-[(pyridin-2-ylmethyl)amino]thieno[2,3-d]pyrimidin-2-yl}malonic acid diethyl ester). Isolated yield 126.7%. As a reaction SMILES: [H-].[Na+].[CH2:3]([O:5][C:6](=[O:31])[CH2:7][C:8]1[N:9]=[C:10]([NH:23][CH2:24][C:25]2[CH:30]=[CH:29][CH:28]=[CH:27][N:26]=2)[C:11]2[C:16]([C:17]3[CH:22]=[CH:21][CH:20]=[CH:19][CH:18]=3)=[CH:15][S:14][C:12]=2[N:13]=1)[CH3:4]>C(=O)(OCC)OCC>[CH2:3]([O:5][C:6](=[O:31])[CH:7]([C:8]1[N:9]=[C:10]([NH:23][CH2:24][C:25]2[CH:30]=[CH:29][CH:28]=[CH:27][N:26]=2)[C:11]2[C:16]([C:17]3[CH:22]=[CH:21][CH:20]=[CH:19][CH:18]=3)=[CH:15][S:14][C:12]=2[N:13]=1)[C:6]([O:5][CH2:3][CH3:4])=[O:31])[CH3:4] |f:0.1|. Procedure details: Sodium hydride (60% dispersion in oil, 64 mg, 1.59 mmol) was treated with a solution of {5-phenyl-4-[(pyridin-2-ylmethyl)amino]thieno[2,3-d]pyrimidin-2-yl}acetic acid ethyl ester (0.43 g, 1.06 mmol) in diethyl carbonate (2.5 ml). The resulting suspension was stirred at ambient temperature for 5 hours and left to stand for 18 hours. The mixture was then quenched with aqueous ammonium chloride solution (50 ml) and extracted with diethyl ether (3×50 ml). The combined organic extracts were dried (Mg... Reactants: Cl.Cl.Cl.N1CCC(CC1)N1CC(C1)(N1C=C(C=C1)C=1C2=C(N=CN1)N(C=C2)COCC[Si](C)(C)C)CC#N ({1-piperidin-4-yl-3-[3-(7-{[2-(trimethylsilyl)ethoxy]methyl}-7H-pyrrolo[2,3-d]pyrimidin-4-yl)-1H-pyrrol-1-yl]azetidin-3-yl}acetonitrile trihydrochloride), CS(=O)(=O)Cl (methanesulfonyl chloride). Yields the product CS(=O)(=O)N1CCC(CC1)N1CC(C1)(N1C=C(C=C1)C=1C2=C(N=CN1)NC=C2)CC#N ({1-[1-(Methylsulfonyl)piperidin-4-yl]-3-[3-(7H-pyrrolo[2,3-d]pyrimidin-4-yl)-1H-pyrrol-1-yl]azetidin-3-yl}acetonitrile). RXN SMILES: Cl.Cl.Cl.[NH:4]1[CH2:9][CH2:8][CH:7]([N:10]2[CH2:13][C:12]([CH2:36][C:37]#[N:38])([N:14]3[CH:18]=[CH:17][C:16]([C:19]4[C:20]5[CH:27]=[CH:26][N:25](COCC[Si](C)(C)C)[C:21]=5[N:22]=[CH:23][N:24]=4)=[CH:15]3)[CH2:11]2)[CH2:6][CH2:5]1.[CH3:39][S:40](Cl)(=[O:42])=[O:41]>>[CH3:39][S:40]([N:4]1[CH2:9][CH2:8][CH:7]([N:10]2[CH2:13][C:12]([CH2:36][C:37]#[N:38])([N:14]3[CH:18]=[CH:17][C:16]([C:19]4[C:20]5[CH:27]=[CH:26][NH:25][C:21]=5[N:22]=[CH:23][N:24]=4)=[CH:15]3)[CH2:11]2)[CH2:6][CH2:5]1)(=[O:42])=[O:41] |f:0.1.2.3|. Procedure details: Reaction of {1-piperidin-4-yl-3-[3-(7-{[2-(trimethylsilyl)ethoxy]methyl}-7H-pyrrolo[2,3-d]pyrimidin-4-yl)-1H-pyrrol-1-yl]azetidin-3-yl}acetonitrile trihydrochloride with methanesulfonyl chloride following the procedure described for Example 246, followed by purification with HPLC (method B) provided the title compound. LC-MS: 440.1 (M+H)+. 1H NMR (300 MHz, DMSO-d6): δ 11.91 (brs, 1H), 8.55 (s, 1H), 7.76 (s, 1H), 7.43 (d, 1H), 7.01 (d, 1H), 6.88 (d, 2H), 3.52 (d, 2H), 3.47 (d, 2H), 3.30 (m, 2H), ... Starting materials: CCOC=O, Nc1ccc(NC(=C2C(=O)Nc3ccccc32)c2ccccc2)cc1, CN(C)C=O. The product is O=CNc1ccc(NC(=C2C(=O)Nc3ccccc32)c2ccccc2)cc1. RXN SMILES: [CH:26](=[O:27])[O:28][CH2:29][CH3:30].[NH2:1][c:2]1[cH:3][cH:4][c:5]([NH:8][C:9]([c:10]2[cH:11][cH:12][cH:13][cH:14][cH:15]2)=[C:16]2[C:17](=[O:25])[NH:18][c:19]3[cH:20][cH:21][cH:22][cH:23][c:24]32)[cH:6][cH:7]1.[O:31]=[CH:32][N:33]([CH3:34])[CH3:35]>>[NH:1]([c:2]1[cH:3][cH:4][c:5]([NH:8][C:9]([c:10]2[cH:11][cH:12][cH:13][cH:14][cH:15]2)=[C:16]2[C:17](=[O:25])[NH:18][c:19]3[cH:20][cH:21][cH:22][cH:23][c:24]32)[cH:6][cH:7]1)[CH:26]=[O:27].